Dataset: the Open Reaction Database (ORD), a public repository of structured organic reaction records. Task: describe an organic reaction: reactants, conditions, products, and yield Starting materials: CC(C)=CCCC(C)CCOC(=O)CC(=O)OCCC(C)CCC=C(C)C, CC1=C(C=CC(=O)Cl)C(C)(C)CCC1, [H-], [Na+]. The product is CC(C)=CCCC(C)CCOC(=O)C(C(=O)C=CC1=C(C)CCCC1(C)C)C(=O)OCCC(C)CCC=C(C)C. As a reaction SMILES: [CH3:1][CH:2]([CH2:3][CH2:4][O:5][C:6]([CH2:7][C:8](=[O:9])[O:10][CH2:11][CH2:12][CH:13]([CH2:14][CH2:15][CH:16]=[C:17]([CH3:18])[CH3:19])[CH3:20])=[O:21])[CH2:22][CH2:23][CH:24]=[C:25]([CH3:26])[CH3:27].[CH3:28][C:29]1=[C:30]([CH:37]=[CH:38][C:39](=[O:40])[Cl:41])[C:31]([CH3:35])([CH3:36])[CH2:32][CH2:33][CH2:34]1.[H-:42].[Na+:43]>>[CH3:1][CH:2]([CH2:3][CH2:4][O:5][C:6]([CH:7]([C:8](=[O:9])[O:10][CH2:11][CH2:12][CH:13]([CH2:14][CH2:15][CH:16]=[C:17]([CH3:18])[CH3:19])[CH3:20])[C:39]([CH:38]=[CH:37][C:30]1=[C:29]([CH3:28])[CH2:34][CH2:33][CH2:32][C:31]1([CH3:35])[CH3:36])=[O:40])=[O:21])[CH2:22][CH2:23][CH:24]=[C:25]([CH3:26])[CH3:27]. Reactants: FC=1C=C(C=CC1CO)NC(OC1=CC=CC=C1)=O (phenyl 3-fluoro-4-(hydroxymethyl)phenylcarbamate), TEA, Cl.ClC1=C(C=CC=C1Cl)N1N=C(C=C1CN)C(F)(F)F ((1-(2,3-dichlorophenyl)-3-(trifluoromethyl)-1H-pyrazol-5-yl)methanamine hydrochloride). Run in O (water), C(Cl)Cl (DCM). Reaction conditions: time 16 hour. Yields the product ClC1=C(C=CC=C1Cl)N1N=C(C=C1CNC(=O)NC1=CC(=C(C=C1)CO)F)C(F)(F)F (1-((1-(2,3-dichlorophenyl)-3-(trifluoromethyl)-1H-pyrazol-5-yl)methyl)-3-(3-fluoro-4-(hydroxymethyl)phenyl)urea). The yield is 23.3%. Reaction SMILES: [F:1][C:2]1[CH:3]=[C:4]([NH:10][C:11](=[O:19])OC2C=CC=CC=2)[CH:5]=[CH:6][C:7]=1[CH2:8][OH:9].Cl.[Cl:21][C:22]1[C:27]([Cl:28])=[CH:26][CH:25]=[CH:24][C:23]=1[N:29]1[C:33]([CH2:34][NH2:35])=[CH:32][C:31]([C:36]([F:39])([F:38])[F:37])=[N:30]1>C(Cl)Cl.O>[Cl:21][C:22]1[C:27]([Cl:28])=[CH:26][CH:25]=[CH:24][C:23]=1[N:29]1[C:33]([CH2:34][NH:35][C:11]([NH:10][C:4]2[CH:5]=[CH:6][C:7]([CH2:8][OH:9])=[C:2]([F:1])[CH:3]=2)=[O:19])=[CH:32][C:31]([C:36]([F:38])([F:39])[F:37])=[N:30]1 |f:1.2|. Procedure details: To a stirred solution of phenyl 3-fluoro-4-(hydroxymethyl)phenylcarbamate (0.175 g, 0.63 mmol, 1.0 eq) in DCM (5 mL) was added TEA (0.25 mL, 1.9 mmol, 3.0 eq.) followed by compound (1-(2,3-dichlorophenyl)-3-(trifluoromethyl)-1H-pyrazol-5-yl)methanamine hydrochloride (0.218 mg, 0.63 mmol, 1.0 eq.) at RT and stirred for 16 h at RT. The reaction mixture was diluted with water (10 mL) and extracted into DCM (25 mL). The organic layer was washed with brine (10 mL), dried over (Na2SO4) and the solvent... The reactants are CC(=O)O, CO, O=Cc1ccccc1, CCOP(=O)(NC1CNCCC1F)OCC. The product is CCOP(=O)(NC1CN(Cc2ccccc2)CCC1F)OCC. As a reaction SMILES: [CH3:25][C:26](=[O:27])[OH:28].[CH3:29][OH:30].[CH:17](=[O:18])[c:19]1[cH:20][cH:21][cH:22][cH:23][cH:24]1.[F:1][CH:2]1[CH:3]([NH:8][P:9]([O:10][CH2:11][CH3:12])([O:13][CH2:14][CH3:15])=[O:16])[CH2:4][NH:5][CH2:6][CH2:7]1>>[F:1][CH:2]1[CH:3]([NH:8][P:9]([O:10][CH2:11][CH3:12])([O:13][CH2:14][CH3:15])=[O:16])[CH2:4][N:5]([CH2:17][c:19]2[cH:20][cH:21][cH:22][cH:23][cH:24]2)[CH2:6][CH2:7]1. The reactants are S(O)(O)(=O)=O (sulfuric acid), FC(C1=CC=C(C=C1)CC#N)(F)F (4-Trifluoromethylphenylacetonitrile), C([O-])([O-])=O.[K+].[K+] (potassium carbonate), O.C(C=O)(=O)O (Glyoxylic acid monohydrate). Run in C(=O)O (formic acid), CO (methanol). Conditions: time 15 hour. Product: FC(C1=CC=C(C=C1)/C/1=C/C(=O)OC1=O)(F)F (3-(4-trifluoromethylphenyl)maleic anhydride). Yield: 68.8%. Reaction SMILES: [F:1][C:2]([F:13])([F:12])[C:3]1[CH:8]=[CH:7][C:6]([CH2:9][C:10]#N)=[CH:5][CH:4]=1.O.[C:15]([OH:19])(=[O:18])[CH:16]=O.C(=O)([O-])[O-:21].[K+].[K+].S(=O)(=O)(O)O>CO.C(O)=O>[F:1][C:2]([F:13])([F:12])[C:3]1[CH:8]=[CH:7][C:6]([C:9]2=[CH:16][C:15]([O:19][C:10]2=[O:21])=[O:18])=[CH:5][CH:4]=1 |f:1.2,3.4.5|. Procedure details: 4-Trifluoromethylphenylacetonitrile (38.9 g, 210 mmol) was dissolved in dry methanol under nitrogen. Glyoxylic acid monohydrate (29 g, 315 mmol) was added followed by potassium carbonate (74 g, 535 mmol) and the resulting mixture was stirred for 15 hours at room temperature. The resulting solid was filtered, washed with dichloromethane and dried on the sinter to yield an off white solid which was added at room temperature to a solution of conc. sulfuric acid (30 ml) and formic acid (400 ml). The... Starting materials: C(=O)(O)CN(CC(=O)O)CCN(CCN(CC(=O)O)CC(=O)OCC)CC(=O)O (N3,N6-bis-(carboxymethyl)-N9-(ethoxy-carbonylmethyl)-3,6,9-triazaundecanedioic acid), N1=CC=CC=C1 (pyridine). The solvent is C(C)(=O)OC(C)=O (acetic anhydride). Reported procedure: A suspension of 21.1 g (50 mmol) of N3,N6-bis-(carboxymethyl)-N9-(ethoxy-carbonylmethyl)-3,6,9-triazaundecanedioic acid in 250 ml of acetic anhydride is allowed to stir for three days at room temperature after the addition of 42.2 ml of pyridine. Then, the precipitate is suctioned off, washed three times with 50 ml of acetic anhydride each and then stirred for several hours with absolute diethyl ether. After suctioning off, washing with absolute diethyl ether and drying in a vacuum at 40° C., 18... Conditions: time 3 day. Yields the product O=C1OC(CN(C1)CCN(CC(=O)O)CCN(CC(=O)O)CC(=O)OCC)=O (N3-(2,6-Dioxomorpholinoethyl)-N6-(ethoxycarbonylmethyl)-3,6-diazaoctanedioic acid). As a reaction SMILES: [C:1]([CH2:4][N:5]([CH2:10][CH2:11][N:12]([CH2:26][C:27]([OH:29])=[O:28])[CH2:13][CH2:14][N:15]([CH2:20][C:21]([O:23][CH2:24][CH3:25])=[O:22])[CH2:16][C:17]([OH:19])=[O:18])[CH2:6][C:7]([OH:9])=O)([OH:3])=[O:2].N1C=CC=CC=1>C(OC(=O)C)(=O)C>[O:9]=[C:7]1[CH2:6][N:5]([CH2:10][CH2:11][N:12]([CH2:13][CH2:14][N:15]([CH2:20][C:21]([O:23][CH2:24][CH3:25])=[O:22])[CH2:16][C:17]([OH:19])=[O:18])[CH2:26][C:27]([OH:29])=[O:28])[CH2:4][C:1](=[O:2])[O:3]1.